This data is from the Open Reaction Database (ORD), a public repository of structured organic reaction records. The task is: describe an organic reaction: reactants, conditions, products, and yield Starting materials: O=[N+]([O-])c1cnc(Cl)c(Br)c1, CCOC(=O)CC(=O)OCC, CCOCC, [H-], [Na+], O=[N+]([O-])c1ccc(O)nc1. Product: Cc1ncc([N+](=O)[O-])cc1Br. As a reaction SMILES: [Br:14][c:15]1[c:16]([Cl:24])[n:17][cH:18][c:19]([N+:21](=[O:22])[O-:23])[cH:20]1.[C:1]([O:2][CH2:3][CH3:4])(=[O:5])[CH2:6][C:7]([O:8][CH2:9][CH3:10])=[O:11].[CH3:35][CH2:36][O:37][CH2:38][CH3:39].[H-:12].[Na+:13].[OH:25][c:26]1[cH:27][cH:28][c:29]([N+:30]([O-:31])=[O:32])[cH:33][n:34]1>>[CH3:1][c:16]1[c:15]([Br:14])[cH:20][c:19]([N+:21](=[O:22])[O-:23])[cH:18][n:17]1. Product: CC1CN(CCN1C)C1CCNCC1 (4-(3,4-dimethyl-1-piperazinyl)piperidine). Procedure: To a solution of 4-(3,4-dimethyl-1-piperazinyl)-1-benzylpiperidine (4.2 g) in ethanol (50 ml) is added 20% palladium hydroxide-carbon (0.4 g), and the mixture is subjected to catalytic hydrogenation at 50° C. under atmospheric pressure. The catalyst is removed by filtration, and the filtrate is concentrated under reduced pressure. The residue is evaporated to give 4-(3,4-dimethyl-1-piperazinyl)piperidine (1.65 g). RXN SMILES: [CH3:1][CH:2]1[N:7]([CH3:8])[CH2:6][CH2:5][N:4]([CH:9]2[CH2:14][CH2:13][N:12](CC3C=CC=CC=3)[CH2:11][CH2:10]2)[CH2:3]1>C(O)C.[OH-].[Pd+2].[OH-].[C]>[CH3:1][CH:2]1[N:7]([CH3:8])[CH2:6][CH2:5][N:4]([CH:9]2[CH2:14][CH2:13][NH:12][CH2:11][CH2:10]2)[CH2:3]1 |f:2.3.4.5|. Reactants: CC1CN(CCN1C)C1CCN(CC1)CC1=CC=CC=C1 (4-(3,4-dimethyl-1-piperazinyl)-1-benzylpiperidine). Run in C(C)O (ethanol). The reagents and catalysts are [OH-].[Pd+2].[OH-].[C] (palladium hydroxide carbon). Yield: 57.2%.